This data is from the Open Reaction Database (ORD), a public repository of structured organic reaction records. The task is: describe an organic reaction: reactants, conditions, products, and yield The reactants are FC(C=1C=C(CN([C@H]2C[C@H](N(C2)C2=NC(=NC=C2Cl)N2CCC(CC2)O)CC)C2=NC=C(C=N2)C=2C=NN(C2)C2OCCCC2)C=C(C1)C(F)(F)F)(F)F (1-{4-[(2R,4S)-4-((3,5-bis-trifluoromethyl-benzyl)-{5-[1-(tetrahydro-pyran-2-yl)-1H-pyrazol-4-yl]-pyrimidin-2-yl}-amino)-2-ethyl-pyrrolidin-1-yl]-5-chloro-pyrimidin-2-yl}-piperidin-4-ol), Cl (HCl), CO (MeOH), C(=O)(O)[O-].[Na+] (NaHCO3). Solvent: ClCCl (dichloromethane). The product is FC(C=1C=C(CN([C@H]2C[C@H](N(C2)C2=NC(=NC=C2Cl)N2CCC(CC2)O)CC)C2=NC=C(C=N2)C=2C=NNC2)C=C(C1)C(F)(F)F)(F)F (1-[4-((2R,4S)-4-{(3,5-Bis-trifluoromethyl-benzyl)-[5-(1H-pyrazol-4-yl)-pyrimidin-2-yl]-amino}-2-ethyl-pyrrolidin-1-yl)-5-chloro-pyrimidin-2-yl]-piperidin-4-ol). Isolated yield 10.0%. Reaction SMILES: [F:1][C:2]([F:54])([F:53])[C:3]1[CH:4]=[C:5]([CH:46]=[C:47]([C:49]([F:52])([F:51])[F:50])[CH:48]=1)[CH2:6][N:7]([C:29]1[N:34]=[CH:33][C:32]([C:35]2[CH:36]=[N:37][N:38](C3CCCCO3)[CH:39]=2)=[CH:31][N:30]=1)[C@@H:8]1[CH2:12][N:11]([C:13]2[C:18]([Cl:19])=[CH:17][N:16]=[C:15]([N:20]3[CH2:25][CH2:24][CH:23]([OH:26])[CH2:22][CH2:21]3)[N:14]=2)[C@H:10]([CH2:27][CH3:28])[CH2:9]1.Cl.CO.C([O-])(O)=O.[Na+]>ClCCl>[F:54][C:2]([F:1])([F:53])[C:3]1[CH:4]=[C:5]([CH:46]=[C:47]([C:49]([F:50])([F:52])[F:51])[CH:48]=1)[CH2:6][N:7]([C:29]1[N:30]=[CH:31][C:32]([C:35]2[CH:39]=[N:38][NH:37][CH:36]=2)=[CH:33][N:34]=1)[C@@H:8]1[CH2:12][N:11]([C:13]2[C:18]([Cl:19])=[CH:17][N:16]=[C:15]([N:20]3[CH2:25][CH2:24][CH:23]([OH:26])[CH2:22][CH2:21]3)[N:14]=2)[C@H:10]([CH2:27][CH3:28])[CH2:9]1 |f:3.4|. Procedure: A 25 ml round-bottom flask is charged with 1-{4-[(2R,4S)-4-((3,5-bis-trifluoromethyl-benzyl)-{5-[1-(tetrahydro-pyran-2-yl)-1H-pyrazol-4-yl]-pyrimidin-2-yl}-amino)-2-ethyl-pyrrolidin-1-yl]-5-chloro-pyrimidin-2-yl}-piperidin-4-ol (0.15 mmol), 1N HCl (0.8 ml, 0.8 mmol) and MeOH (2 ml). The mixture is then heated to 60 degree for 30 minutes. After cooling down to rt, sat. NaHCO3 and dichloromethane are added, then organic layer is collected. Removal of solvent and purification with reverse phase col... The reactants are C(C1=CC=CC=C1)C1CC2=C(N=CN=C2NC2=CC3=C(OCCO3)C=C2)CN1 (6-benzyl-5,6,7,8-tetrahydro-N-(2,3-dihydrobenzo[b][1,4]dioxin-6-yl)pyrido[3,4-d]pyrimidin-4-amine), C(=O)[O-].[NH4+] (ammonium formate), CO (methanol). The reagents and catalysts are [Pd] (palladium). Solvent: O (water). Conditions: temperature 60 celsius. The product is O1C2=C(OCC1)C=C(C=C2)NC=2C1=C(N=CN2)CCNC1 (5,6,7,8-Tetrahydro-N-(2,3-dihydrobenzo[b][1,4]dioxin-6-yl)pyrido[4,3-d]pyrimidin-4-amine). As a reaction SMILES: C(C1N[CH2:27][C:11]2[N:12]=[CH:13][N:14]=[C:15]([NH:16][C:17]3[CH:26]=[CH:25][C:20]4[O:21][CH2:22][CH2:23][O:24][C:19]=4[CH:18]=3)[C:10]=2[CH2:9]1)C1C=CC=CC=1.C([O-])=O.[NH4+:32].[CH3:33]O>O.[Pd]>[O:21]1[CH2:22][CH2:23][O:24][C:19]2[CH:18]=[C:17]([NH:16][C:15]3[C:10]4[CH2:9][NH:32][CH2:33][CH2:27][C:11]=4[N:12]=[CH:13][N:14]=3)[CH:26]=[CH:25][C:20]1=2 |f:1.2|. Procedure: A mixture of 6-benzyl-5,6,7,8-tetrahydro-N-(2,3-dihydrobenzo[b][1,4]dioxin-6-yl)pyrido[3,4-d]pyrimidin-4-amine (0.742 g, 1.98 mmol), ammonium formate (1.25 g, 19.83 mmol) and palladium, 10% wt. on activated carbon (75 mg) in methanol (10 mL) is heated to 60° C. for 2 h. The mixture is cooled to r.t. and filtered over celite. The filtrate is concentrated under reduced pressure to give a white solid which is dissolved in water. The mixture is extracted twice with a 3:1 mixture of chloroform: isopr... The reactants are CC#CCOc1ccc(S(=O)(=O)C2(C(=O)OC)CCNCC2)cc1, CC1(C)OCC(C)(C(=O)O)CO1, CCN=C=NCCCN(C)C, CN1CCOCC1, CN(C)C=O, Cl, On1nnc2ccccc21. The product is CC#CCOc1ccc(S(=O)(=O)C2(C(=O)OC)CCN(C(=O)C3(C)COC(C)(C)OC3)CC2)cc1. Reaction SMILES: [CH3:1][O:2][C:3](=[O:4])[C:5]1([S:11](=[O:12])(=[O:13])[c:14]2[cH:15][cH:16][c:17]([O:20][CH2:21][C:22]#[C:23][CH3:24])[cH:18][cH:19]2)[CH2:6][CH2:7][NH:8][CH2:9][CH2:10]1.[CH3:25][C:26]1([CH3:36])[O:27][CH2:28][C:29]([CH3:32])([C:33](=[O:34])[OH:35])[CH2:30][O:31]1.[CH3:48][N:49]([CH3:50])[CH2:51][CH2:52][CH2:53][N:54]=[C:55]=[N:56][CH2:57][CH3:58].[CH3:59][N:60]1[CH2:61][CH2:62][O:63][CH2:64][CH2:65]1.[CH3:66][N:67]([CH3:68])[CH:69]=[O:70].[ClH:47].[OH:37][n:38]1[c:39]2[cH:40][cH:41][cH:42][cH:43][c:44]2[n:45][n:46]1>>[CH3:1][O:2][C:3](=[O:4])[C:5]1([S:11](=[O:12])(=[O:13])[c:14]2[cH:15][cH:16][c:17]([O:20][CH2:21][C:22]#[C:23][CH3:24])[cH:18][cH:19]2)[CH2:6][CH2:7][N:8]([C:33]([C:29]2([CH3:32])[CH2:28][O:27][C:26]([CH3:25])([CH3:36])[O:31][CH2:30]2)=[O:34])[CH2:9][CH2:10]1.